From a dataset of the Open Reaction Database (ORD), a public repository of structured organic reaction records. describe an organic reaction: reactants, conditions, products, and yield The reactants are ClC1=CC=C(CC#N)C=C1 (4-chlorobenzylcyanide), C(C)OC(CCC(=O)OCC)=O (succinic acid diethyl ester), C(C)[O-].[Na+] (sodium ethanolate). Product: ClC1=CC=C(CC2CCC(N2)=O)C=C1 (5-(4-chlorobenzyl)pyrrolidin-2-one). RXN SMILES: [Cl:1][C:2]1[CH:10]=[CH:9][C:5]([CH2:6][C:7]#[N:8])=[CH:4][CH:3]=1.C([O:13][C:14](=O)[CH2:15][CH2:16]C(OCC)=O)C.C([O-])C.[Na+]>>[Cl:1][C:2]1[CH:10]=[CH:9][C:5]([CH2:6][CH:7]2[NH:8][C:14](=[O:13])[CH2:15][CH2:16]2)=[CH:4][CH:3]=1 |f:2.3|. Reported procedure: Condense 4-chlorobenzylcyanide with succinic acid diethyl ester in the presence of sodium ethanolate, boil the condensation product (without further purification) with a mixture of glacial acetic acid/semi-concentrated hydrochloric acid for 20 hours under reflux, convert (with hydroxylamine) the thus-obtained 5-(4-chlorophenyl)-4-oxo-pentanoic acid (m.p. 91° to 93°) into 5-(4-chlorophenyl)-4-hydroxyiminopentanoic acid (m.p. 116° to 117°), hydrogenate the latter with platinum/activated charcoal/h... Starting materials: [Br-], O=Cc1cc(Br)ccc1F, [Mg+]c1ccc(Cl)cc1, C1CCOC1. As a reaction SMILES: [Br-:11].[Br:1][c:2]1[cH:3][cH:4][c:5]([F:10])[c:6]([CH:7]=[O:8])[cH:9]1.[Cl:12][c:13]1[cH:14][cH:15][c:16]([Mg+:19])[cH:17][cH:18]1.[O:20]1[CH2:21][CH2:22][CH2:23][CH2:24]1>>[Br:1][c:2]1[cH:3][cH:4][c:5]([F:10])[c:6]([CH:7]([OH:8])[c:16]2[cH:15][cH:14][c:13]([Cl:12])[cH:18][cH:17]2)[cH:9]1. The product is OC(c1ccc(Cl)cc1)c1cc(Br)ccc1F. The reactants are CI, CC(=O)N1CCC(c2nc(CO)c(-c3ccc(F)cc3)o2)CC1, [H-], [Na+], C1CCOC1. Reaction SMILES: [CH3:26][I:27].[F:1][c:2]1[cH:3][cH:4][c:5](-[c:8]2[c:9]([CH2:22][OH:23])[n:10][c:11]([CH:13]3[CH2:14][CH2:15][N:16]([C:19]([CH3:20])=[O:21])[CH2:17][CH2:18]3)[o:12]2)[cH:6][cH:7]1.[H-:24].[Na+:25].[O:28]1[CH2:29][CH2:30][CH2:31][CH2:32]1>>[F:1][c:2]1[cH:3][cH:4][c:5](-[c:8]2[c:9]([CH2:22][O:23][CH3:26])[n:10][c:11]([CH:13]3[CH2:14][CH2:15][N:16]([C:19]([CH3:20])=[O:21])[CH2:17][CH2:18]3)[o:12]2)[cH:6][cH:7]1. Yields the product COCc1nc(C2CCN(C(C)=O)CC2)oc1-c1ccc(F)cc1. Reactants: CC=1SC2=C(N1)C=C(C=C2)Br (2-methyl-5-bromobenzothiazole), BrN1C(CCC1=O)=O (N-bromosuccinimide), C(C1=CC=CC=C1)(=O)OOC(C1=CC=CC=C1)=O (benzoyl peroxide). Run in C(Cl)(Cl)(Cl)Cl (carbon tetrachloride). Yields the product BrCC=1SC2=C(N1)C=C(C=C2)Br (2-Bromomethyl-5-bromobenzothiazole). RXN SMILES: [CH3:1][C:2]1[S:3][C:4]2[CH:10]=[CH:9][C:8]([Br:11])=[CH:7][C:5]=2[N:6]=1.[Br:12]N1C(=O)CCC1=O.C(OOC(=O)C1C=CC=CC=1)(=O)C1C=CC=CC=1>C(Cl)(Cl)(Cl)Cl>[Br:12][CH2:1][C:2]1[S:3][C:4]2[CH:10]=[CH:9][C:8]([Br:11])=[CH:7][C:5]=2[N:6]=1. Procedure: A mixture of 2-methyl-5-bromobenzothiazole (32.0 g), N-bromosuccinimide (25.1 g), carbon tetrachloride (700 ml) and a catalytic amount of benzoyl peroxide (0.2 g) was refluxed under irradiation by an UV lamp for 14 hours. The reaction mixture was cooled to room temperature, filtered to remove the precipitated succinimide and the filtrate was evaporated to dryness. The resulting solid was chromatographed over silica gel to obtain the product (7.8 g; m.p. 107° C.). Starting materials: ClC1=CC(=C(C=C1OC(C)C)N1C(=NC(=CC1=O)C(C(F)(F)F)(F)F)OCCC)F (1-(4-chloro-2-fluoro-5-isopropoxyphenyl)-4-pentafluoroethyl-2-propoxy-6(1H)-pyrimidinone), S(O)(O)(=O)=O (sulphuric acid). Product: ClC1=CC(=C(C=C1O)N1C(=NC(=CC1=O)C(C(F)(F)F)(F)F)OCCC)F (1-(4-chloro-2-fluoro-5-hydroxyphenyl)-4-pentafluoroethyl-2-propoxy-6(1H)-pyrimidinone). Reaction SMILES: [Cl:1][C:2]1[C:7]([O:8]C(C)C)=[CH:6][C:5]([N:12]2[C:17](=[O:18])[CH:16]=[C:15]([C:19]([F:25])([F:24])[C:20]([F:23])([F:22])[F:21])[N:14]=[C:13]2[O:26][CH2:27][CH2:28][CH3:29])=[C:4]([F:30])[CH:3]=1.S(=O)(=O)(O)O>>[Cl:1][C:2]1[C:7]([OH:8])=[CH:6][C:5]([N:12]2[C:17](=[O:18])[CH:16]=[C:15]([C:19]([F:24])([F:25])[C:20]([F:23])([F:21])[F:22])[N:14]=[C:13]2[O:26][CH2:27][CH2:28][CH3:29])=[C:4]([F:30])[CH:3]=1. Procedure details: using 1-(4-chloro-2-fluoro-5-isopropoxyphenyl)-4-pentafluoroethyl-2-propoxy-6(1H)-pyrimidinone with concentrated sulphuric acid at 0° C. during 1.5 minutes there is obtained 1-(4-chloro-2-fluoro-5-hydroxyphenyl)-4-pentafluoroethyl-2-propoxy-6(1H)-pyrimidinone, m.p. 109°-111° C.; Reactants: Congo Red, Cl (hydrochloric acid), O.O.O.C(C)(=O)[O-].[Na+] (sodium acetate trihydrate), [N+](=O)([O-])C=1C=C(C=CC1C(=O)Cl)C (3-nitro-p-toluoyl chloride), NC1=CC=C(C=2C=C(C=C(C12)S(=O)(=O)O)S(=O)(=O)O)S(=O)(=O)O (8-amino-1,3,5-naphthalenetrisulfonic acid), C1=CC(=CC=C1N=NC2C(=NN(C2=O)C3=CC=C(C=C3)S(=O)(=O)[O-])C(=O)[O-])S(=O)(=O)[O-].[Na+].[Na+].[Na+] (trisodium salt), preceding product, C(C)(=O)[O-].[Na+] (sodium acetate), [N+](=O)([O-])C=1C=C(C=CC1C(=O)Cl)C (3-nitro-p-toluoyl chloride). Solvent: O (water), CCOCC (ether). Yields the product [N+](=O)([O-])C=1C=C(C=CC1C(=O)NC1=CC=C(C=2C=C(C=C(C12)S(=O)(=O)O)S(=O)(=O)O)S(=O)(=O)O)C (8-(3-nitro-p-toluamido)-1,3,5-naphthalenetrisulfonic acid). The yield is 872.9%. RXN SMILES: [NH2:1][C:2]1[C:11]2[C:10]([S:12]([OH:15])(=[O:14])=[O:13])=[CH:9][C:8]([S:16]([OH:19])(=[O:18])=[O:17])=[CH:7][C:6]=2[C:5]([S:20]([OH:23])(=[O:22])=[O:21])=[CH:4][CH:3]=1.C1C(N=NC2C(=O)N(C3C=CC(S([O-])(=O)=O)=CC=3)N=C2C([O-])=O)=CC=C(S([O-])(=O)=O)C=1.[Na+].[Na+].[Na+].O.O.O.C([O-])(=O)C.[Na+].[N+:66]([C:69]1[CH:70]=[C:71]([CH3:78])[CH:72]=[CH:73][C:74]=1[C:75](Cl)=[O:76])([O-:68])=[O:67].C([O-])(=O)C.[Na+].Cl>O.CCOCC>[N+:66]([C:69]1[CH:70]=[C:71]([CH3:78])[CH:72]=[CH:73][C:74]=1[C:75]([NH:1][C:2]1[C:11]2[C:10]([S:12]([OH:15])(=[O:14])=[O:13])=[CH:9][C:8]([S:16]([OH:19])(=[O:17])=[O:18])=[CH:7][C:6]=2[C:5]([S:20]([OH:23])(=[O:22])=[O:21])=[CH:4][CH:3]=1)=[O:76])([O-:68])=[O:67] |f:1.2.3.4,5.6.7.8.9,11.12|. Procedure: To a stirred solution of 22.5 g of 8-amino-1,3,5-naphthalenetrisulfonic acid, trisodium salt in 160 ml of water is added 11.0 g of the preceding product with a small amount of ether. Stirring is continued, and after one hour 1.0 g of sodium acetate trihydrate and 1.0 g of 3-nitro-p-toluoyl chloride are added. The mixture is stirred an additional 3 hours and the above addition of sodium acetate and 3-nitro-p-toluoyl chloride is repeated. The mixture is stirred an additional hour, acidified to Con... The reactants are Cl.ClCCNC1=CC=NC2=CC(=CC=C12)Cl (N-(2-chloroethyl)-7-chloro-4-quinolinamine hydrochloride), CC(=O)C (acetone). The product is ClC1=CC=C2C(=CC=NC2=C1)NCCN1C(CCC1C)C ((7-Chloro-quinolin-4-yl)-[2-(2,5-dimethyl-pyrrolidin-1-yl)-ethyl]-amine). RXN SMILES: Cl.Cl[CH2:3][CH2:4][NH:5][C:6]1[C:15]2[C:10](=[CH:11][C:12]([Cl:16])=[CH:13][CH:14]=2)[N:9]=[CH:8][CH:7]=1.[CH3:17][C:18]([CH3:20])=O>>[Cl:16][C:12]1[CH:11]=[C:10]2[C:15]([C:6]([NH:5][CH2:4][CH2:3][N:5]3[CH:6]([CH3:15])[CH2:7][CH2:17][CH:18]3[CH3:20])=[CH:7][CH:8]=[N:9]2)=[CH:14][CH:13]=1 |f:0.1|. Procedure: 0.35 g (isomer mixture cis:trans=15:1) from 1.3 g of N-(2-chloroethyl)-7-chloro-4-quinolinamine hydrochloride; yellowish crystals from acetone, m.p.: 127°-130° C. Starting materials: ClC1=C(C=C(C(=O)O)C=C1)C(F)(F)F (4-Chloro-3-(trifluoromethyl)benzoic acid), C1=CN(C=N1)C(=O)N2C=CN=C2 (CDI), C(#N)C=1C(=C2C=CN(C2=CC1)CC(NO)=N)C(F)(F)F (2-[5-Cyano-4-(trifluoromethyl)-1H-indol-1-yl]-N-hydroxyethanimidamide). Solvent: CC#N (CH3CN). Conditions: time 1 hour. Product: ClC1=C(C=C(C=C1)C1=NC(=NO1)CN1C=CC2=C(C(=CC=C12)C#N)C(F)(F)F)C(F)(F)F (1-({5-[4-Chloro-3-(trifluoromethyl)phenyl]-1,2,4-oxadiazol-3-yl}methyl)-4-(trifluoromethyl)-1H-indole-5-carbonitrile). Yield: 65.8%. As a reaction SMILES: [Cl:1][C:2]1[CH:10]=[CH:9][C:5]([C:6]([OH:8])=O)=[CH:4][C:3]=1[C:11]([F:14])([F:13])[F:12].C1N=CN(C(N2C=NC=C2)=O)C=1.[C:27]([C:29]1[C:30]([C:43]([F:46])([F:45])[F:44])=[C:31]2[C:35](=[CH:36][CH:37]=1)[N:34]([CH2:38][C:39](=[NH:42])[NH:40]O)[CH:33]=[CH:32]2)#[N:28]>CC#N>[Cl:1][C:2]1[CH:10]=[CH:9][C:5]([C:6]2[O:8][N:42]=[C:39]([CH2:38][N:34]3[C:35]4[C:31](=[C:30]([C:43]([F:46])([F:44])[F:45])[C:29]([C:27]#[N:28])=[CH:37][CH:36]=4)[CH:32]=[CH:33]3)[N:40]=2)=[CH:4][C:3]=1[C:11]([F:14])([F:13])[F:12]. Procedure: 4-Chloro-3-(trifluoromethyl)benzoic acid (0.016 g, 0.071 mmol) and CDI (0.012 g, 0.071 mmol) were combined in CH3CN (3 mL). 2-[5-Cyano-4-(trifluoromethyl)-1H-indol-1-yl]-N-hydroxyethanimidamide (0.020 g, 0.071 mmol) was added after 5 min. After stirring at rt for 1 h, the reaction was heated at 150° C. in a microwave for 10 min. Purification (SiO2, EtOAc/hexanes) afforded the title compound (0.022 g): MS (ESI): m/z 471 (M+1).